Dataset: the Open Reaction Database (ORD), a public repository of structured organic reaction records. Task: describe an organic reaction: reactants, conditions, products, and yield Starting materials: C1(=CC=CC=C1)S(=O)(=O)N1C=C(C2=CC=CC=C12)C1=CC=C(C=C1)SC (1-phenylsulfonyl-3-(4-methylthiophenyl)indole), OO (H2O2), C(C)(=O)O (acetic acid). Run in O (H2O), C(C)(=O)OCC (ethyl acetate). Product: C1(=CC=CC=C1)S(=O)(=O)N1C=C(C2=CC=CC=C12)S(=O)(=O)C1=CC=C(C=C1)C (1-phenylsulfonyl-3-(4-methylphenylsulfonyl)indole). RXN SMILES: [C:1]1([S:7]([N:10]2[C:18]3[C:13](=[CH:14][CH:15]=[CH:16][CH:17]=3)[C:12](C3C=CC(SC)=CC=3)=[CH:11]2)(=[O:9])=[O:8])[CH:6]=[CH:5][CH:4]=[CH:3][CH:2]=1.OO.[C:29](O)(=O)[CH3:30]>O.C(OCC)(=O)C>[C:1]1([S:7]([N:10]2[C:18]3[C:13](=[CH:14][CH:15]=[CH:16][CH:17]=3)[C:12]([S:7]([C:1]3[CH:6]=[CH:5][C:29]([CH3:30])=[CH:3][CH:2]=3)(=[O:9])=[O:8])=[CH:11]2)(=[O:8])=[O:9])[CH:6]=[CH:5][CH:4]=[CH:3][CH:2]=1. Procedure details: To a solution of 1-phenylsulfonyl-3-(4-methylthiophenyl)indole (8.89 g, 23.4 mmol) in glacial acetic acid (15 mL) was added 30% H2O2 solution (2.45 g, 72 mmol) and the resulting 2-phase mixture was heated at reflux for 30 min during which time it became a solid mass. The reaction mixture was cooled to ambient temperature and diluted with H2O and ethyl acetate and the solid was filtered off. The filtrate layers were separated and the organic phase was washed with saturated aqueous NaHCO3, H2O, an...